This data is from the Open Reaction Database (ORD), a public repository of structured organic reaction records. The task is: describe an organic reaction: reactants, conditions, products, and yield Reactants: C(C1=CC=CC=C1)Br (benzyl bromide), COC[C@@H]1[C@H]([C@H](C(OC)O1)O)O (methyl 5-O-methyl-D-ribofuranoside), [H-].[Na+] (sodium hydride), CO (methanol). The solvent is CN(C=O)C (dimethylformamide), CN(C=O)C (dimethylformamide), CN(C=O)C (dimethylformamide). Reaction conditions: time 45 minute. Yields the product COC[C@@H]1[C@H]([C@H](C(OC)O1)OCC1=CC=CC=C1)OCC1=CC=CC=C1 (Methyl 5-O-methyl-2,3-di-O-(phenylmethyl)-D-ribofuranoside). As a reaction SMILES: [CH3:1][O:2][CH2:3][C@H:4]1[O:10][CH:7]([O:8][CH3:9])[C@H:6]([OH:11])[C@@H:5]1[OH:12].[H-].[Na+].[CH2:15](Br)[C:16]1[CH:21]=[CH:20][CH:19]=[CH:18][CH:17]=1.CO>CN(C)C=O>[CH3:1][O:2][CH2:3][C@H:4]1[O:10][CH:7]([O:8][CH3:9])[C@H:6]([O:11][CH2:15][C:16]2[CH:21]=[CH:20][CH:19]=[CH:18][CH:17]=2)[C@@H:5]1[O:12][CH2:15][C:16]1[CH:21]=[CH:20][CH:19]=[CH:18][CH:17]=1 |f:1.2|. Reported procedure: A solution of methyl 5-O-methyl-D-ribofuranoside (Dubois L. et al. Tetrahedron 1993, 49(4), 901-910, 2 g, 11.2 mmol) in dimethylformamide (10 mL) was added dropwise to a suspension of sodium hydride (60% in oil, 2.25 g, 563 mmol) in dimethylformamide (54 mL). After stirring at rt for 45 minutes, a solution of benzyl bromide (4 mL, 33.6 mmol) was added dropwise in dimethylformamide (4 mL). The reaction mixture was stirred at rt overnight, quenched with methanol and concentrated under reduced pres...